describe an organic reaction: reactants, conditions, products, and yield From a dataset of the Open Reaction Database (ORD), a public repository of structured organic reaction records. The reactants are C[Si](C)(C)I, ClC(Cl)Cl, [Na+], [Na+], CCc1cc(Nc2cc(=O)n(CCCCO)c(=O)[nH]2)ccc1C, O=S([O-])[O-]. The product is CCc1cc(Nc2cc(=O)n(CCCCI)c(=O)[nH]2)ccc1C. As a reaction SMILES: [CH3:1][Si:2]([CH3:3])([CH3:4])[I:5].[CH:35]([Cl:36])([Cl:37])[Cl:38].[Na+:33].[Na+:34].[OH:6][CH2:7][CH2:8][CH2:9][CH2:10][n:11]1[c:12](=[O:28])[nH:13][c:14]([NH:18][c:19]2[cH:20][c:21]([CH2:26][CH3:27])[c:22]([CH3:25])[cH:23][cH:24]2)[cH:15][c:16]1=[O:17].[S:29]([O-:30])([O-:31])=[O:32]>>[I:5][CH2:7][CH2:8][CH2:9][CH2:10][n:11]1[c:12](=[O:28])[nH:13][c:14]([NH:18][c:19]2[cH:20][c:21]([CH2:26][CH3:27])[c:22]([CH3:25])[cH:23][cH:24]2)[cH:15][c:16]1=[O:17]. The reactants are NC=1C=C(C=CC1)C=1N=C2SC=CN2C1C1=NC(=NC=C1)NC1=CC(=CC=C1)CCN1CCOCC1 (4-(6-(3-aminophenyl)imidazo[2,1-b]thiazol-5-yl)-N-(3-(2-morpholinoethyl)phenyl)pyrimidin-2-amine), FC1=C(C(=O)Cl)C(=CC=C1)F (2,6-difluorobenzoyl chloride), NC=1C=C(C=CC1)C=1N=C2SC=CN2C1C1=NC(=NC=C1)NC1=CC(=CC=C1)OCCCN1CCOCC1 (4-(6-(3-aminophenyl)imidazo[2,1-b]thiazol-5-yl)-N-(3-(3-morpholinopropoxy)phenyl)pyrimidin-2-amine), CC1=C(C(=O)Cl)C=CC=C1 (2-methylbenzoyl chloride). The product is CC1=C(C(=O)NC2=CC(=CC=C2)C=2N=C3SC=CN3C2C2=NC(=NC=C2)NC2=CC(=CC=C2)CCN2CCOCC2)C=CC=C1 (2-methyl-N-(3-(5-(2-((3-(2-morpholin-4-ylethyl)phenyl)amino)pyrimidin-4-yl)imidazo[2,1-b][1,3]thiazol-6-yl)phenyl)benzamide). As a reaction SMILES: [NH2:1][C:2]1[CH:3]=[C:4]([C:8]2[N:9]=[C:10]3[N:14]([C:15]=2[C:16]2[CH:21]=[CH:20][N:19]=[C:18]([NH:22][C:23]4[CH:28]=[CH:27][CH:26]=[C:25]([CH2:29][CH2:30][N:31]5[CH2:36][CH2:35][O:34][CH2:33][CH2:32]5)[CH:24]=4)[N:17]=2)[CH:13]=[CH:12][S:11]3)[CH:5]=[CH:6][CH:7]=1.NC1C=C(C2N=C3N(C=2C2C=CN=C(NC4C=CC=C(OCCCN5CCOCC5)C=4)N=2)C=CS3)C=CC=1.[CH3:75][C:76]1[CH:84]=[CH:83][CH:82]=[CH:81][C:77]=1[C:78](Cl)=[O:79].FC1C=CC=C(F)C=1C(Cl)=O>>[CH3:75][C:76]1[CH:84]=[CH:83][CH:82]=[CH:81][C:77]=1[C:78]([NH:1][C:2]1[CH:7]=[CH:6][CH:5]=[C:4]([C:8]2[N:9]=[C:10]3[N:14]([C:15]=2[C:16]2[CH:21]=[CH:20][N:19]=[C:18]([NH:22][C:23]4[CH:28]=[CH:27][CH:26]=[C:25]([CH2:29][CH2:30][N:31]5[CH2:36][CH2:35][O:34][CH2:33][CH2:32]5)[CH:24]=4)[N:17]=2)[CH:13]=[CH:12][S:11]3)[CH:3]=1)=[O:79]. Procedure: The title compound was prepared as described in EXAMPLE 297, with the following substitutions: 4-(6-(3-aminophenyl)imidazo[2,1-b]thiazol-5-yl)-N-(3-(2-morpholinoethyl)phenyl)pyrimidin-2-amine for 4-(6-(3-aminophenyl)imidazo[2,1-b]thiazol-5-yl)-N-(3-(3-morpholinopropoxy)phenyl)pyrimidin-2-amine and 2-methylbenzoyl chloride for 2,6-difluorobenzoyl chloride. (ESI(+)) m/e 616 (M+H)+; (ESI(−)) m/e 614 (M−H)−; 1H-NMR (300 MHz, DMSO-d6) □ 10.40 (s, 1H), 9.61 (s, 1H), 8.81 (d, 1H), 8.29 (d, 1H), 8.06 (s... RXN SMILES: [NH2:1][C:2]1[CH:3]=[C:4]([CH:14]=[CH:15][C:16]=1[NH2:17])[C:5]([NH:7][C:8]1[CH:13]=[CH:12][CH:11]=[CH:10][CH:9]=1)=[O:6].[Cl:18][C:19]1[CH:24]=[CH:23][CH:22]=[C:21]([Cl:25])[C:20]=1[N:26]=[C:27]=S.CC(C)N=C=NC(C)C>C1COCC1>[C:8]1([NH:7][C:5]([C:4]2[CH:14]=[CH:15][C:16]3[NH:17][C:27]([NH:26][C:20]4[C:19]([Cl:18])=[CH:24][CH:23]=[CH:22][C:21]=4[Cl:25])=[N:1][C:2]=3[CH:3]=2)=[O:6])[CH:13]=[CH:12][CH:11]=[CH:10][CH:9]=1. The reactants are ClC1=C(C(=CC=C1)Cl)N=C=S (1,3-dichloro-2-isothiocyanato-benzene), NC=1C=C(C(=O)NC2=CC=CC=C2)C=CC1N (3,4-Diamino-N-phenyl-benzamide), CC(N=C=NC(C)C)C (DIC). Reaction conditions: time 5 hour. Solvent: C1CCOC1 (THF). Reported procedure: A mixture of the product obtained at (1b) (250 mg, 0.99 mmol) in 5.0 mL of THF was combined with 1,3-dichloro-2-isothiocyanato-benzene (222 mg, 1.09 mmol) and stirred for 5 h at ambient temperature under nitrogen. DIC (166 μL, 1.04 mmol) was added and the stirred mixture was heated to 55° C. for 16 h. The mixture was filtrated and concentrated i.vac., the residue purified by HPLC (Symmetry C18, 7 μM, eluent gradient: (H2O+0.15% HCOOH)/acetonitrile=95:5->5:95). Yields the product C1(=CC=CC=C1)NC(=O)C1=CC2=C(NC(=N2)NC2=C(C=CC=C2Cl)Cl)C=C1 (2-(2,6-Dichloro-phenylamino)-1H-benzimidazole-5-carboxylic acid phenyl-amide). Starting materials: three, BrC(=O)Br (bromoketone), FC1=CC=C(C=C1)C(CC1=CC=C(C=C1)SC)=O (1-(4-fluorophenyl)-2-(4-methylthiophenyl)ethanone), Br (HBr), BrBr (bromine), BrBr (bromine). Solvent: ClCCl (dichloromethane), C(C)(=O)O (acetic acid), C(C)(=O)O (acetic acid). Conditions: time 15 minute. Product: FC1=CC=C(C=C1)C(C(Br)C1=CC=C(C=C1)SC)=O (1-(4-fluorophenyl)-2-(4-methylthiophenyl)-2-bromoethanone). As a reaction SMILES: [F:1][C:2]1[CH:7]=[CH:6][C:5]([C:8](=[O:18])[CH2:9][C:10]2[CH:15]=[CH:14][C:13]([S:16][CH3:17])=[CH:12][CH:11]=2)=[CH:4][CH:3]=1.Br.BrBr.[Br:22]C(Br)=O>C(O)(=O)C.ClCCl>[F:1][C:2]1[CH:3]=[CH:4][C:5]([C:8](=[O:18])[CH:9]([C:10]2[CH:15]=[CH:14][C:13]([S:16][CH3:17])=[CH:12][CH:11]=2)[Br:22])=[CH:6][CH:7]=1. Procedure details: A 1 L three necked round bottomed flask equipped with reflux condenser, magnetic stir bar, thermometer adapter, and constant pressure addition funnel was charged with the intermediate from Step 2, (55.5 g, 0.21 mol), acetic acid (250 mL) and 33% HBr in acetic acid (120 mL). The solution was stirred and treated with bromine (11.1 mL, 0.21 mol) from the addition funnel at such a rate that the bromine color was discharged rapidly, ca. 15 minutes. After an additional 10 minutes at room temperature, ... Reactants: C(C1=CC=CC=C1)N1C=C(C2=CC=CC=C12)CC#N (1-benzyl-1H-indol-3-ylacetonitrile), BrCCCCBr (1,4-dibrombutane), O (Water), [H-].[Na+] (sodium hydride). Run in DMSO-ether, CCCCCC (hexane). Run at temperature 20 celsius, time 5 hour. Yields the product C(C1=CC=CC=C1)N1C=C(C2=CC=CC=C12)C1(CCCC1)C#N (1-(1-benzyl-1H-indol-3-yl)cyclopentanecarbonitrile). RXN SMILES: [H-].[Na+].[CH2:3]([N:10]1[C:18]2[C:13](=[CH:14][CH:15]=[CH:16][CH:17]=2)[C:12]([CH2:19][C:20]#[N:21])=[CH:11]1)[C:4]1[CH:9]=[CH:8][CH:7]=[CH:6][CH:5]=1.Br[CH2:23][CH2:24][CH2:25][CH2:26]Br.O>CCCCCC>[CH2:3]([N:10]1[C:18]2[C:13](=[CH:14][CH:15]=[CH:16][CH:17]=2)[C:12]([C:19]2([C:20]#[N:21])[CH2:26][CH2:25][CH2:24][CH2:23]2)=[CH:11]1)[C:4]1[CH:5]=[CH:6][CH:7]=[CH:8][CH:9]=1 |f:0.1|. Procedure details: To a suspension of sodium hydride (60%, 2.26 g, 56 mmol) was added a solution of 1-benzyl-1H-indol-3-ylacetonitrile (5.7 g, 22 mmol) and 1,4-dibrombutane (2.6 ml) in DMSO-ether (10 ml: 80 mL) dropwise and the mixture was stirred for 5 hours at 20° C. Water and hexane were added. Solid was collected by filtration and washed with water and hexane to give 1-(1-benzyl-1H-indol-3-yl)cyclopentanecarbonitrile (5.3 g). MS (ES): 301 (MH+).